From a dataset of the Open Reaction Database (ORD), a public repository of structured organic reaction records. describe an organic reaction: reactants, conditions, products, and yield The product is CC#Cc1cc(C=O)n(C2CC(O)C(COC(c3ccccc3)(c3ccccc3)c3ccccc3)O2)c1. Reactants: ClC(c1ccccc1)(c1ccccc1)c1ccccc1, CC#Cc1cc(C=O)n(C2CC(O)C(CO)O2)c1, CC(C)NC(C)C, c1ccncc1. RXN SMILES: [C:19]([c:20]1[cH:21][cH:22][cH:23][cH:24][cH:25]1)([c:26]1[cH:27][cH:28][cH:29][cH:30][cH:31]1)([c:32]1[cH:33][cH:34][cH:35][cH:36][cH:37]1)[Cl:38].[CH:1]1([n:9]2[c:10]([CH:17]=[O:18])[cH:11][c:12]([C:14]#[C:15][CH3:16])[cH:13]2)[CH2:2][CH:3]([OH:4])[CH:5]([CH2:7][OH:8])[O:6]1.[CH:39]([NH:40][CH:41]([CH3:42])[CH3:43])([CH3:44])[CH3:45].[cH:46]1[cH:47][cH:48][n:49][cH:50][cH:51]1>>[CH:1]1([n:9]2[c:10]([CH:17]=[O:18])[cH:11][c:12]([C:14]#[C:15][CH3:16])[cH:13]2)[CH2:2][CH:3]([OH:4])[CH:5]([CH2:7][O:8][C:19]([c:20]2[cH:21][cH:22][cH:23][cH:24][cH:25]2)([c:26]2[cH:27][cH:28][cH:29][cH:30][cH:31]2)[c:32]2[cH:33][cH:34][cH:35][cH:36][cH:37]2)[O:6]1. Starting materials: N1=CC=CC2=CC=C3C=CC=NC3=C12 (1,10-phenanthroline), C([O-])([O-])=O.[Cs+].[Cs+] (caesium carbonate), IC1=CC=C(C#N)C=C1 (4-iodo-benzonitrile), C(C)(C)(C)OC(=O)NN (hydrazine carboxylic acid tert-butyl ester). Reagents/catalysts: [Cu](I)I (Copper iodide). Solvent: CN(C)C=O (DMF). Reaction conditions: temperature 80 celsius, time 16 hour. The product is C(C)(C)(C)OC(=O)N(N)C1=CC=C(C=C1)C#N (N-(4-Cyano-phenyl)-hydrazinecarboxylic acid tert-butyl ester). The yield is 54.1%. Reaction SMILES: N1C2C(=CC=C3C=2N=CC=C3)C=CC=1.C(=O)([O-])[O-].[Cs+].[Cs+].I[C:22]1[CH:29]=[CH:28][C:25]([C:26]#[N:27])=[CH:24][CH:23]=1.[C:30]([O:34][C:35]([NH:37][NH2:38])=[O:36])([CH3:33])([CH3:32])[CH3:31]>[Cu](I)I.CN(C=O)C>[C:30]([O:34][C:35]([N:37]([C:22]1[CH:29]=[CH:28][C:25]([C:26]#[N:27])=[CH:24][CH:23]=1)[NH2:38])=[O:36])([CH3:33])([CH3:32])[CH3:31] |f:1.2.3|. Reported procedure: Copper iodide (18 mg, 0.05 eq, 0.09 mmol), 1,10-phenanthroline (67 mg, 0.2 eq, 0.37 mmol) and caesium carbonate (0.84 g, 1.4 eq, 2.6 mmol) were mixed in a RB flask, placed under vacuum and purged with N2 (g). 4-iodo-benzonitrile (0.5 g, 1.0 eq, 1.85 mmol), hydrazine carboxylic acid tert-butyl ester (0.3 g, 1.2 eq, 2.22 mmol) and DMF (25 ml) were added to the mixture which was then heated to 80° C. with stirring under an inert atmosphere for 16 hours. The reaction mixture was allowed to cool and ... Reactants: [H-].[Na+] (Sodium hydride), BrC1=CC=C2C=C(NC2=C1)C=O (6-bromo-1H-indole-2-carbaldehyde), CI (Methyl iodide). Run in CN(C)C=O (DMF). Run at time 4 hour. Yields the product BrC1=CC=C2C=C(N(C2=C1)C)C=O (6-Bromo-1-methyl-1H-indole-2-carbaldehyde). Isolated yield 106.8%. As a reaction SMILES: [H-].[Na+].[Br:3][C:4]1[CH:12]=[C:11]2[C:7]([CH:8]=[C:9]([CH:13]=[O:14])[NH:10]2)=[CH:6][CH:5]=1.[CH3:15]I>CN(C=O)C>[Br:3][C:4]1[CH:12]=[C:11]2[C:7]([CH:8]=[C:9]([CH:13]=[O:14])[N:10]2[CH3:15])=[CH:6][CH:5]=1 |f:0.1|. Reported procedure: Sodium hydride (60% weight dispersion in mineral oil, 80.0 mg, 1.98 mmol) was added to a solution of 6-bromo-1H-indole-2-carbaldehyde (371 mg, 1.66 mmol) in DMF (10.0 mL) at 0° C. under N2. Methyl iodide (0.124 mL, 1.98 mmol) was added, and the reaction mixture was allowed to warm slowly to room temperature. After stirring for 4 h, the mixture was quenched with H2O at 0° C., upon which a solid precipitated out of solution. The slurry was extracted with ethyl ether (3×). The combined organic laye...